The task is: describe an organic reaction: reactants, conditions, products, and yield. This data is from the Open Reaction Database (ORD), a public repository of structured organic reaction records. Starting materials: C1CCOC1, COC(=O)C1CC(=O)N(CCCn2cccc2)C1, Cl, [Li+], [OH-]. Product: O=C(O)C1CC(=O)N(CCCn2cccc2)C1. RXN SMILES: [CH2:20]1[O:21][CH2:22][CH2:23][CH2:24]1.[CH3:1][O:2][C:3](=[O:4])[CH:5]1[CH2:6][N:7]([CH2:11][CH2:12][CH2:13][n:14]2[cH:15][cH:16][cH:17][cH:18]2)[C:8](=[O:10])[CH2:9]1.[ClH:19].[Li+:26].[OH-:25]>>[O:2]=[C:3]([OH:4])[CH:5]1[CH2:6][N:7]([CH2:11][CH2:12][CH2:13][n:14]2[cH:15][cH:16][cH:17][cH:18]2)[C:8](=[O:10])[CH2:9]1. The reactants are Cn1c(C(F)(F)F)nc2ccc([N+](=O)[O-])cc21, Cl[Sn](Cl)(Cl)Cl, Cl, [Na+], [OH-], O. Yields the product Cn1c(C(F)(F)F)nc2ccc(N)cc21. As a reaction SMILES: [CH3:1][n:2]1[c:3]([C:14]([F:15])([F:16])[F:17])[n:4][c:5]2[c:6]1[cH:7][c:8]([N+:11]([O-:12])=[O:13])[cH:9][cH:10]2.[Cl:19][Sn:20]([Cl:21])([Cl:22])[Cl:23].[ClH:18].[Na+:25].[OH-:24].[OH2:26]>>[CH3:1][n:2]1[c:3]([C:14]([F:15])([F:16])[F:17])[n:4][c:5]2[c:6]1[cH:7][c:8]([NH2:11])[cH:9][cH:10]2. The reactants are CCCCCC(CC(=O)Nc1cc(C(=O)OC)ccc1C(C)(C)C)c1ccc(CO)cc1OC, ClCCl. The product is CCCCCC(CC(=O)Nc1cc(C(=O)OC)ccc1C(C)(C)C)c1ccc(C=O)cc1OC. As a reaction SMILES: [C:1]([CH3:2])([CH3:3])([CH3:4])[c:5]1[c:6]([NH:15][C:16]([CH2:17][CH:18]([CH2:19][CH2:20][CH2:21][CH2:22][CH3:23])[c:24]2[c:25]([O:32][CH3:33])[cH:26][c:27]([CH2:30][OH:31])[cH:28][cH:29]2)=[O:34])[cH:7][c:8]([C:11](=[O:12])[O:13][CH3:14])[cH:9][cH:10]1.[CH2:35]([Cl:36])[Cl:37]>>[C:1]([CH3:2])([CH3:3])([CH3:4])[c:5]1[c:6]([NH:15][C:16]([CH2:17][CH:18]([CH2:19][CH2:20][CH2:21][CH2:22][CH3:23])[c:24]2[c:25]([O:32][CH3:33])[cH:26][c:27]([CH:30]=[O:31])[cH:28][cH:29]2)=[O:34])[cH:7][c:8]([C:11](=[O:12])[O:13][CH3:14])[cH:9][cH:10]1.